From a dataset of the Open Reaction Database (ORD), a public repository of structured organic reaction records. describe an organic reaction: reactants, conditions, products, and yield The reactants are [Cl-].[NH4+] (ammonium chloride), C[Si](C)(C)[N-][Si](C)(C)C.[K+] (KHMDS), CC1=C(NC2=CC=C(C=C12)C#N)C=1C=NC=CC1 (3-methyl-2-pyridin-3-yl-1H-indole-5-carbonitrile), C(#N)C=1C=C(C(=O)Cl)C=CC1 (3-cyanobenzoyl chloride). Run in C1CCOC1 (THF). Conditions: time 5 minute. Product: C(#N)C=1C=C(C(=O)N2C(=C(C3=CC(=CC=C23)C#N)C)C=2C=NC=CC2)C=CC1 (1-(3-cyano-benzoyl)-3-methyl-2-pyridin-3-yl-1H-indole-5-carbonitrile). RXN SMILES: C[Si]([N-][Si](C)(C)C)(C)C.[K+].[CH3:11][C:12]1[C:20]2[C:15](=[CH:16][CH:17]=[C:18]([C:21]#[N:22])[CH:19]=2)[NH:14][C:13]=1[C:23]1[CH:24]=[N:25][CH:26]=[CH:27][CH:28]=1.[C:29]([C:31]1[CH:32]=[C:33]([CH:37]=[CH:38][CH:39]=1)[C:34](Cl)=[O:35])#[N:30].[Cl-].[NH4+]>C1COCC1>[C:29]([C:31]1[CH:32]=[C:33]([CH:37]=[CH:38][CH:39]=1)[C:34]([N:14]1[C:15]2[C:20](=[CH:19][C:18]([C:21]#[N:22])=[CH:17][CH:16]=2)[C:12]([CH3:11])=[C:13]1[C:23]1[CH:24]=[N:25][CH:26]=[CH:27][CH:28]=1)=[O:35])#[N:30] |f:0.1,4.5|. Reported procedure: KHMDS (0.5 M in toluene, 1.46 mL, 0.73 mmol) is added to a solution of 3-methyl-2-pyridin-3-yl-1H-indole-5-carbonitrile (Example 6, 122 mg, 0.480 mmol) in THF (10 mL) at room temperature. After 5 min, 3-cyanobenzoyl chloride (178 mg, 1.08 mmol) is added. The mixture is stirred under N2 for 1 h, whereupon aqueous ammonium chloride (0.5 mL) is added. The solvents are removed in vacuo and the residue is purified by Xbridge RP18 with a 0.1% aqueous ammonium hydroxide in acetonitrile gradient to give...